This data is from the Open Reaction Database (ORD), a public repository of structured organic reaction records. The task is: describe an organic reaction: reactants, conditions, products, and yield The reactants are CO (methanol), NC1C(COC(OC1)(C)C)O (6-Amino-2,2-dimethyl-1,3-dioxepane-5-ol), C([O-])([O-])=O.[Na+].[Na+] (sodium carbonate), NC=1C(=C(C(=C(C(=O)Cl)C1I)I)COC(C)=O)I (5-Amino-3-acetoxymethyl-2,4,6-triiodobenzoyl chloride). Solvent: O (water), O1CCOCC1 (dioxane). Reaction conditions: temperature 65 celsius, time 30 minute. The product is NC=1C(=C(C(=C(C(=O)NC(CO)C(CO)O)C1I)I)COC(C)=O)I (5-Amino-3-acetoxymethyl-N-(1,3,4-trihydroxybut-2-yl)-2,4,6-triiodobenzamide). The yield is 99.5%. As a reaction SMILES: [NH2:1][C:2]1[C:3]([I:18])=[C:4]([CH2:13][O:14][C:15](=[O:17])[CH3:16])[C:5]([I:12])=[C:6]([C:10]=1[I:11])[C:7](Cl)=[O:8].[NH2:19][CH:20]1[CH2:26][O:25]C(C)(C)[O:23][CH2:22][CH:21]1[OH:29].C(=O)([O-])[O-].[Na+].[Na+].CO>O1CCOCC1.O>[NH2:1][C:2]1[C:3]([I:18])=[C:4]([CH2:13][O:14][C:15](=[O:17])[CH3:16])[C:5]([I:12])=[C:6]([C:10]=1[I:11])[C:7]([NH:19][CH:20]([CH:21]([OH:29])[CH2:22][OH:23])[CH2:26][OH:25])=[O:8] |f:2.3.4|. Reported procedure: 5-Amino-3-acetoxymethyl-2,4,6-triiodobenzoyl chloride (12.0 g, 19.8 mmol) was dissolved in dioxane (40 ml). 6-Amino-2,2-dimethyl-1,3-dioxepane-5-ol (3.20 g, 19.8 mmol) and sodium carbonate (2.10 g, 19.8 mmol) were added and the mixture heated to reflux for 10 h. The reaction mixture was cooled, methanol (100 ml) and water (50 ml) were added and the solution was neutralized with a strongly acidic ion exchange resin. The resin was filtered off and a aqueous solution of hydrochloric acid (2M, 20 ml... Reactants: COC1=CC=C2C=CC(=NC2=N1)N1C(C2=CC=CC=C2C1=O)OCC(=O)O ([2-(7-Methoxy-1,8-naphthyridin-2-yl)-3-oxo-1-isoindolinyloxy]acetic acid), COC1=CC=C2C=CC(=NC2=N1)N1C(C2=CC=CC=C2C1)OCC(=O)OC(C)(C)C (tert-butyl [2-(7-methoxy-1,8-naphthyridin-2-yl)-1-isoindolinyloxy]acetate). Solvent: C(C)(C)OC(C)C (isopropyl ether), FC(C(=O)O)(F)F (trifluoroacetic acid). Product: COC1=CC=C2C=CC(=NC2=N1)N1C(C2=CC=CC=C2C1)OCC(=O)O ([2-(7-Methoxy-1,8-naph-thyridin-2-yl)-1-isoindolinyloxy]acetic acid). As a reaction SMILES: [CH3:1][O:2][C:3]1[N:12]=[C:11]2[C:6]([CH:7]=[CH:8][C:9]([N:13]3[C:21](=O)[C:20]4[C:15](=[CH:16][CH:17]=[CH:18][CH:19]=4)[CH:14]3[O:23][CH2:24][C:25]([OH:27])=[O:26])=[N:10]2)=[CH:5][CH:4]=1.COC1N=C2C(C=CC(N3CC4C(=CC=CC=4)C3OCC(OC(C)(C)C)=O)=N2)=CC=1>FC(F)(F)C(O)=O.C(OC(C)C)(C)C>[CH3:1][O:2][C:3]1[N:12]=[C:11]2[C:6]([CH:7]=[CH:8][C:9]([N:13]3[CH2:21][C:20]4[C:15](=[CH:16][CH:17]=[CH:18][CH:19]=4)[CH:14]3[O:23][CH2:24][C:25]([OH:27])=[O:26])=[N:10]2)=[CH:5][CH:4]=1. Procedure: [2-(7-Methoxy-1,8-naphthyridin-2-yl)-3-oxo-1-isoindolinyloxy]acetic acid may be prepared in the following manner: a solution of tert-butyl [2-(7-methoxy-1,8-naphthyridin-2-yl)-1-isoindolinyloxy]acetate (29.4 g) in trifluoroacetic acid is stirred for 2 hours at a temperature in the region of 25° C. The reaction mixture is then concentrated to dryness and the residue obtained is stirred in isopropyl ether (200 cc). The crystallized solid obtained is separated by filtration and then taken up with w... The reactants are C[N+]1([O-])CCOCC1, ClCCl, OCc1cnc(Cl)c(Cl)c1. Product: O=Cc1cnc(Cl)c(Cl)c1. RXN SMILES: [CH3:11][N+:12]1([O-:13])[CH2:14][CH2:15][O:16][CH2:17][CH2:18]1.[Cl:19][CH2:20][Cl:21].[Cl:1][c:2]1[cH:3][c:4]([CH2:9][OH:10])[cH:5][n:6][c:7]1[Cl:8]>>[Cl:1][c:2]1[cH:3][c:4]([CH:9]=[O:10])[cH:5][n:6][c:7]1[Cl:8]. The reactants are CC(C=CC(F)=C(C)C=Cc1c(C)sc(C)c1C)=CC(=O)O, CN(C)C=O, O=C(Cl)C(=O)Cl, c1ccccc1. Product: CC(C=CC(F)=C(C)C=Cc1c(C)sc(C)c1C)=CC(N)=O. RXN SMILES: [CH3:1][C:2](=[CH:3][C:4](=[O:5])[OH:6])[CH:7]=[CH:8][C:9](=[C:10]([CH:11]=[CH:12][c:13]1[c:14]([CH3:20])[s:15][c:16]([CH3:19])[c:17]1[CH3:18])[CH3:21])[F:22].[CH3:23][N:24]([CH3:25])[CH:26]=[O:27].[Cl:28][C:29]([C:30]([Cl:31])=[O:32])=[O:33].[cH:34]1[cH:35][cH:36][cH:37][cH:38][cH:39]1>>[CH3:1][C:2](=[CH:3][C:4](=[O:5])[NH2:24])[CH:7]=[CH:8][C:9](=[C:10]([CH:11]=[CH:12][c:13]1[c:14]([CH3:20])[s:15][c:16]([CH3:19])[c:17]1[CH3:18])[CH3:21])[F:22].